This data is from the Open Reaction Database (ORD), a public repository of structured organic reaction records. The task is: describe an organic reaction: reactants, conditions, products, and yield Starting materials: 78, 44, 123, N1=CC(=CC=C1)OCCCNC ((3-(3-pyridyloxy)propyl)methylamine), O=C([C@H](O)[C@@H](O)[C@@H](O)[C@H](O)C(=O)O)O (galactaric acid), 95, O (Water), CCOCC (ether), ( m ), CCOCC (ether), ( s ), ( w ), ( w ), ( w ). Solvent: C(C)O (ethanol), N1=CC=CC=C1 (pyridine), N1=CC=CC=C1 (pyridine). The product is O=C([C@H](O)[C@@H](O)[C@@H](O)[C@H](O)C(=O)O)O.N1=CC(=CC=C1)OCCCNC.N1=CC(=CC=C1)OCCCNC ((3-(3-Pyridyloxy)propyl)methylamine Hemigalactarate). RXN SMILES: [N:1]1[CH:6]=[CH:5][CH:4]=[C:3]([O:7][CH2:8][CH2:9][CH2:10][NH:11][CH3:12])[CH:2]=1.[O:13]=[C:14]([OH:26])[C@@H:15]([C@H:17]([C@H:19]([C@@H:21]([C:23]([OH:25])=[O:24])[OH:22])[OH:20])[OH:18])[OH:16].O.CCOCC>C(O)C.N1C=CC=CC=1>[O:13]=[C:14]([OH:26])[C@@H:15]([C@H:17]([C@H:19]([C@@H:21]([C:23]([OH:25])=[O:24])[OH:22])[OH:20])[OH:18])[OH:16].[N:1]1[CH:6]=[CH:5][CH:4]=[C:3]([O:7][CH2:8][CH2:9][CH2:10][NH:11][CH3:12])[CH:2]=1.[N:1]1[CH:6]=[CH:5][CH:4]=[C:3]([O:7][CH2:8][CH2:9][CH2:10][NH:11][CH3:12])[CH:2]=1 |f:6.7.8|. Reported procedure: To a solution of (3-(3-pyridyloxy)propyl)methylamine (800.0 mg, 4.81 mmol) in ethanol (12 mL) was added galactaric acid (505.7 mg, 2.41 mmol). Water (2.5 mL) was added dropwise, while gently warming the light-yellow solution. To remove some white, insoluble solids, the warm solution was filtered through a glass wool plug, washing the filter plug with a warm solution of ethanol-water (4:1, v/v) (4 mL). The filtrate was diluted with ethanol (18 mL), producing a white precipitate. The mixture was a... Starting materials: ClC(=O)OC(C)Cl (1-Chloroethyl chloroformate), C(C)(=O)N1CCC(CC1)OC1=CC=C(C=C1)[C@H]1CN(CCO1)CC1=CC=CC=C1 ((2S)-2-(4-(1-acetylpiperidin-4-yloxy)phenyl)-4-benzylmorpholine). The solvent is ClC(C)Cl (dichloroethane). Run at time 10 hour. Yields the product Cl.C(C)(=O)N1CCC(CC1)OC1=CC=C(C=C1)[C@H]1CNCCO1 ((2S)-2-(4-(1-acetylpiperidin-4-yloxy)phenyl)morpholine hydrochloride). The yield is 89.5%. Reaction SMILES: [Cl:1]C(OC(Cl)C)=O.[C:8]([N:11]1[CH2:16][CH2:15][CH:14]([O:17][C:18]2[CH:23]=[CH:22][C:21]([C@@H:24]3[O:29][CH2:28][CH2:27][N:26](CC4C=CC=CC=4)[CH2:25]3)=[CH:20][CH:19]=2)[CH2:13][CH2:12]1)(=[O:10])[CH3:9]>ClC(Cl)C>[ClH:1].[C:8]([N:11]1[CH2:12][CH2:13][CH:14]([O:17][C:18]2[CH:19]=[CH:20][C:21]([C@@H:24]3[O:29][CH2:28][CH2:27][NH:26][CH2:25]3)=[CH:22][CH:23]=2)[CH2:15][CH2:16]1)(=[O:10])[CH3:9] |f:3.4|. Reported procedure: 1-Chloroethyl chloroformate (0.92 g, 6.43 mmol) was added to a solution of (2S)-2-(4-(1-acetylpiperidin-4-yloxy)phenyl)-4-benzylmorpholine (1.68 g, 4.26 mmol) in dichloroethane (30 ml). The reaction mixture was stirred vigorously at room temperature for 10 hours. The solvent was evaporated under reduced pressure and methanol (40 ml) was added to the residue. The mixture was heated at 80° C. for one hour, and then the solvent was evaporated under reduced pressure to give a white solid, which was ... Reactants: COC(=O)Cl, CCN(C(C)C)C(C)C, ClCCl, Cl, COC(=O)C1CCNC(c2ccc(F)cc2F)C1. Yields the product COC(=O)C1CCN(C(=O)OC)C(c2ccc(F)cc2F)C1. Reaction SMILES: [C:29]([O:30][CH3:31])(=[O:32])[Cl:33].[CH:20]([N:21]([CH2:22][CH3:23])[CH:24]([CH3:25])[CH3:26])([CH3:27])[CH3:28].[Cl:34][CH2:35][Cl:36].[ClH:1].[F:2][c:3]1[c:4]([CH:10]2[NH:11][CH2:12][CH2:13][CH:14]([C:16](=[O:17])[O:18][CH3:19])[CH2:15]2)[cH:5][cH:6][c:7]([F:9])[cH:8]1>>[F:2][c:3]1[c:4]([CH:10]2[N:11]([C:29]([O:30][CH3:31])=[O:32])[CH2:12][CH2:13][CH:14]([C:16](=[O:17])[O:18][CH3:19])[CH2:15]2)[cH:5][cH:6][c:7]([F:9])[cH:8]1. Reactants: ClC1=CC=C(C=C1)N(C(CC1=CC=CC=C1)=O)C1CCNCC1 (N-(4-chlorophenyl)-N-(4-piperidinyl)benzeneacetamide), CN(CC)C (N,N-dimethylethanamine), ICCC (1-iodopropane), ICCC (1-iodopropane). Run in C1=CC=CC=C1 (benzene). Product: hydrochloride salt, Cl.ClC1=CC=C(C=C1)N(C(CC1=CC=CC=C1)=O)C1CCN(CC1)CCC (N-(4-chlorophenyl)-N-(1-propyl-4-piperidinyl)benzeneacetamide hydrochloride). As a reaction SMILES: [Cl:1][C:2]1[CH:7]=[CH:6][C:5]([N:8]([CH:18]2[CH2:23][CH2:22][NH:21][CH2:20][CH2:19]2)[C:9](=[O:17])[CH2:10][C:11]2[CH:16]=[CH:15][CH:14]=[CH:13][CH:12]=2)=[CH:4][CH:3]=1.CN(C)CC.I[CH2:30][CH2:31][CH3:32]>C1C=CC=CC=1>[ClH:1].[Cl:1][C:2]1[CH:3]=[CH:4][C:5]([N:8]([CH:18]2[CH2:23][CH2:22][N:21]([CH2:30][CH2:31][CH3:32])[CH2:20][CH2:19]2)[C:9](=[O:17])[CH2:10][C:11]2[CH:16]=[CH:15][CH:14]=[CH:13][CH:12]=2)=[CH:6][CH:7]=1 |f:4.5|. Procedure: To a stirred solution of 4 parts of N-(4-chlorophenyl)-N-(4-piperidinyl)benzeneacetamide and 3 parts of N,N-dimethylethanamine in 200 parts of benzene are added portionwise 4 parts of 1-iodopropane and the whole is stirred and refluxed for 47 hours. Then the second portion of 4 parts of 1-iodopropane is added and stirring and refluxing is continued for another 20h.20. The reaction mixture is cooled and filtered. The filtrate is washed with water, dried and evaporated in vacuo. From the oily free... The reactants are [Al+3], C1CCOC1, [H-], [H-], [H-], [H-], [Li+], O=C(O)c1cc2cn[nH]c2cn1. The product is OCc1cc2cn[nH]c2cn1. Reaction SMILES: [Al+3:14].[CH2:19]1[O:20][CH2:21][CH2:22][CH2:23]1.[H-:13].[H-:16].[H-:17].[H-:18].[Li+:15].[nH:1]1[n:2][cH:3][c:4]2[c:5]1[cH:6][n:7][c:8]([C:10](=[O:11])[OH:12])[cH:9]2>>[nH:1]1[n:2][cH:3][c:4]2[c:5]1[cH:6][n:7][c:8]([CH2:10][OH:11])[cH:9]2. Reactants: Cl.C[C@@]12CCC3=C([C@@H]2CNC1)C=CC=C3C(=C)C (trans-3a-Methyl-6-(prop-1-en-2-yl)-2,3,3a,4,5,9b-hexahydro-1H-benzo[e]isoindole hydrochloride). The reagents and catalysts are [Pd] (Pd). Run in C(C)O (ethanol), C(C)(=O)O (acetic acid). Conditions: time 18 hour. The product is Cl.C(C)(C)C1=CC=CC=2[C@@H]3CNC[C@]3(CCC21)C (trans-6-Isopropyl-3a-methyl-2,3,3a,4,5,9b-hexahydro-1H-benzo[e]isoindole hydrochloride). The yield is 118.1%. RXN SMILES: [ClH:1].[CH3:2][C@@:3]12[CH2:11][NH:10][CH2:9][C@H:8]1[C:7]1[CH:12]=[CH:13][CH:14]=[C:15]([C:16]([CH3:18])=[CH2:17])[C:6]=1[CH2:5][CH2:4]2>C(O)C.C(O)(=O)C.[Pd]>[ClH:1].[CH:16]([C:15]1[C:6]2[CH2:5][CH2:4][C@@:3]3([CH3:2])[C@@H:8]([CH2:9][NH:10][CH2:11]3)[C:7]=2[CH:12]=[CH:13][CH:14]=1)([CH3:18])[CH3:17] |f:0.1,5.6|. Procedure: trans-3a-Methyl-6-(prop-1-en-2-yl)-2,3,3a,4,5,9b-hexahydro-1H-benzo[e]isoindole hydrochloride (41 mg, 0.137 mmol) was dissolved in ethanol (2 ml) and acetic acid (0.5 ml). 5% Pd on C (0.298 mg) was added and the reaction mixture was stirred under an atmosphere of H2 (1 bar) for 18 h. The resulting suspension was filtered through celite and then passed through an SCX cartridge. The purified fractions were concentrated in vacuo and then dissolved in DCM (1 ml). 2 N HCl in Et2O (1 ml) was added and... Starting materials: COC([C@@H](N(CC1=CC=CC=C1)C([C@@H](NC([C@@H](NC([C@@H](N)C)=O)CCSC)=O)CC(O)=O)=O)CC1=CNC2=CC=CC=C12)=O (AlanylMethionylaspartyl(benzyl)tryptophan methyl ester). Reagents/catalysts: [Pd] (Pd/C). Run in C(C)O (ethanol). Run at temperature 0 celsius, time 8 hour. Yields the product N[C@H](C(=O)N[C@H](C(=O)N[C@@H](CC(=O)O)C(=O)N[C@@H](CC1=CNC2=CC=CC=C12)C(=O)O)CCSC)C ((S)-3-((S)-2-((S)-2-aminopropanamido)-4-(methylthio)butanamido)-4-(((S)-1-carboxy-2-(1H-indol-3-yl)ethyl)amino)-4-oxobutanoic acid). Reaction SMILES: C[O:2][C:3](=[O:44])[C@H:4]([CH2:34][C:35]1[C:43]2[C:38](=[CH:39][CH:40]=[CH:41][CH:42]=2)[NH:37][CH:36]=1)[N:5]([C:13](=[O:33])[C@H:14]([CH2:29][C:30](=[O:32])[OH:31])[NH:15][C:16](=[O:28])[C@H:17]([CH2:24][CH2:25][S:26][CH3:27])[NH:18][C:19](=[O:23])[C@H:20]([CH3:22])[NH2:21])CC1C=CC=CC=1>C(O)C.[Pd]>[NH2:21][C@@H:20]([CH3:22])[C:19]([NH:18][C@@H:17]([CH2:24][CH2:25][S:26][CH3:27])[C:16]([NH:15][C@H:14]([C:13]([NH:5][C@H:4]([C:3]([OH:44])=[O:2])[CH2:34][C:35]1[C:43]2[C:38](=[CH:39][CH:40]=[CH:41][CH:42]=2)[NH:37][CH:36]=1)=[O:33])[CH2:29][C:30]([OH:32])=[O:31])=[O:28])=[O:23]. Procedure details: The peptide (1 g) was then dissolved in trifluoroacetic acid (1.25 ml) and the mixture was stirred at 0° C. for 10 mins and allowed to warm to room temperature and stirred for a further 40 mins. The solvents were removed in vacuo. This was re-dissolved in DCM and washed with cold saturated NaHCO3 (10 ml). The organic layer was dried with Na2SO4 and the solvent removed in vacuo to give the deprotected peptide benzyl4-(3-(1H-indol-3-yl)-1-methoxy-1-oxopropan-2-ylamino)-3-((2S)-2-(2-aminopropanamid... Reactants: C[S-].[Na+] (Sodium thiomethoxide), ClC1=NC=C(C(=O)OC)C=C1[N+](=O)[O-] (methyl 6-chloro-5-nitronicotinoate). The solvent is CO (methanol), CO (methanol). Conditions: time 4 hour. Product: CSC1=NC=C(C(=O)OC)C=C1[N+](=O)[O-] (methyl 6-methylthio-5-nitronicotinoate). Isolated yield 63.5%. Reaction SMILES: [CH3:1][S-:2].[Na+].Cl[C:5]1[C:14]([N+:15]([O-:17])=[O:16])=[CH:13][C:8]([C:9]([O:11][CH3:12])=[O:10])=[CH:7][N:6]=1>CO>[CH3:1][S:2][C:5]1[C:14]([N+:15]([O-:17])=[O:16])=[CH:13][C:8]([C:9]([O:11][CH3:12])=[O:10])=[CH:7][N:6]=1 |f:0.1|. Reported procedure: Sodium thiomethoxide (9.1 g) in dry methanol (50 mL) is added dropwise to a stirred solution of methyl 6-chloro-5-nitronicotinoate (25.1 g) in dry methanol (400 mL) and the mixture stirred for 4 hours. The pasty mixture is evaporated to low volume, diluted with water and the product extracted into ethyl acetate. The extacts are washed with water and brine, and finally dried (MgSO4). Evaporation gave methyl 6-methylthio-5-nitronicotinoate (16.8 g) as a yellow solid. The solid can be recrystallise... Isolated yield 68.7%. RXN SMILES: [CH3:1][O:2][C:3]([C:5]1[C:6](=[O:17])[O:7][C:8]2[C:13]([C:14]=1[OH:15])=[CH:12][CH:11]=[C:10](Br)[CH:9]=2)=[O:4].[O:18]([C:25]1[CH:30]=[CH:29][C:28](OB(O)O)=[CH:27][CH:26]=1)[C:19]1[CH:24]=[CH:23][CH:22]=[CH:21][CH:20]=1.C(=O)([O-])[O-].[Na+].[Na+]>COCCOC.CCOC(C)=O.O.C1C=CC([P]([Pd]([P](C2C=CC=CC=2)(C2C=CC=CC=2)C2C=CC=CC=2)([P](C2C=CC=CC=2)(C2C=CC=CC=2)C2C=CC=CC=2)[P](C2C=CC=CC=2)(C2C=CC=CC=2)C2C=CC=CC=2)(C2C=CC=CC=2)C2C=CC=CC=2)=CC=1>[CH3:1][O:2][C:3]([C:5]1[C:6](=[O:17])[O:7][C:8]2[C:13]([C:14]=1[OH:15])=[CH:12][CH:11]=[C:10]([C:28]1[CH:29]=[CH:30][C:25]([O:18][C:19]3[CH:24]=[CH:23][CH:22]=[CH:21][CH:20]=3)=[CH:26][CH:27]=1)[CH:9]=2)=[O:4] |f:2.3.4,^1:57,59,78,97|. The reagents and catalysts are C=1C=CC(=CC1)[P](C=2C=CC=CC2)(C=3C=CC=CC3)[Pd]([P](C=4C=CC=CC4)(C=5C=CC=CC5)C=6C=CC=CC6)([P](C=7C=CC=CC7)(C=8C=CC=CC8)C=9C=CC=CC9)[P](C=1C=CC=CC1)(C=1C=CC=CC1)C=1C=CC=CC1 (Pd(PPh3)4). The solvent is CCOC(=O)C (EtOAc), O (water), COCCOC (1,2-dimethoxyethane). The product is COC(=O)C=1C(OC2=CC(=CC=C2C1O)C1=CC=C(C=C1)OC1=CC=CC=C1)=O (4-Hydroxy-2-oxo-7-(4-phenoxy-phenyl)-2H-chromene-3-carboxylic acid methyl ester). Procedure details: A mixture of 7-bromo-4-hydroxy-2-oxo-2H-chromene-3-carboxylic acid methyl ester (256 mg, 0.855 mmol), 4-phenoxyphenylboric acid (211 mg, 0.984 mmol), Pd(PPh3)4 (99 mg, 0.086 mmol) and aqueous sodium carbonate solution (1.1 mL, 2 M) in 1,2-dimethoxyethane (5 mL) was refluxed for 2.5 h. Then cooled, the slurry was diluted with EtOAc and water, solids were filtered off over Celite; EtOAc phase was separated from aqueous, washed with sat. NaCl solution, dried over sodium sulfate, filtered, and conce... Reactants: COC(=O)C=1C(OC2=CC(=CC=C2C1O)Br)=O (7-bromo-4-hydroxy-2-oxo-2H-chromene-3-carboxylic acid methyl ester), O(C1=CC=CC=C1)C1=CC=C(C=C1)OB(O)O (4-phenoxyphenylboric acid), C([O-])([O-])=O.[Na+].[Na+] (sodium carbonate). Starting materials: N#CCc1cn(C(c2ccccc2)(c2ccccc2)c2ccccc2)cn1, C1CCOC1, CI, [H-], [Na+]. The product is CC(C#N)c1cn(C(c2ccccc2)(c2ccccc2)c2ccccc2)cn1. As a reaction SMILES: [C:1]([c:2]1[cH:3][cH:4][cH:5][cH:6][cH:7]1)([c:8]1[cH:9][cH:10][cH:11][cH:12][cH:13]1)([c:14]1[cH:15][cH:16][cH:17][cH:18][cH:19]1)[n:20]1[cH:21][n:22][c:23]([CH2:25][C:26]#[N:27])[cH:24]1.[CH2:32]1[O:33][CH2:34][CH2:35][CH2:36]1.[CH3:28][I:29].[H-:30].[Na+:31]>>[C:1]([c:2]1[cH:3][cH:4][cH:5][cH:6][cH:7]1)([c:8]1[cH:9][cH:10][cH:11][cH:12][cH:13]1)([c:14]1[cH:15][cH:16][cH:17][cH:18][cH:19]1)[n:20]1[cH:21][n:22][c:23]([CH:25]([C:26]#[N:27])[CH3:28])[cH:24]1.